This data is from the Open Reaction Database (ORD), a public repository of structured organic reaction records. The task is: describe an organic reaction: reactants, conditions, products, and yield Starting materials: IC=1C=C(C=CC1)O (3-iodophenol), C1=CC=CC=C1 (benzene), ClS(=O)(=O)N=C=O (chlorosulfonyl isocyanate). The solvent is C1(=CC=CC=C1)C (toluene). Product: IC=1C=C(C=CC1)OS(N)(=O)=O (Sulfamic acid 3-iodophenyl ester). Isolated yield 78.0%. As a reaction SMILES: [I:1][C:2]1[CH:3]=[C:4]([OH:8])[CH:5]=[CH:6][CH:7]=1.Cl[S:10]([N:13]=C=O)(=[O:12])=[O:11].C1C=CC=CC=1>C1(C)C=CC=CC=1>[I:1][C:2]1[CH:3]=[C:4]([O:8][S:10](=[O:12])(=[O:11])[NH2:13])[CH:5]=[CH:6][CH:7]=1. Reported procedure: This compound was prepared using the procedure of Example 84 from 27.8 g (0.126 mole) of 3-iodophenol and 11.7 ml (0.135 mole) of chlorosulfonyl isocyanate in 100 ml of toluene to obtain 29.4 g (78%) of the title compound as white flakes, mp 106°-108° C. (benzene). Reactants: COC([C@H](CCC)N1C(C=C(C1)OC1=C(C=CC=C1F)F)=O)=O ((S)-2-[4-(2,6-difluoro-phenoxy)-2-oxo-2,5-dihydro-pyrrol-1-yl]-pentanoic acid methyl ester), O.[OH-].[Li+] (lithium hydroxide monohydrate), O (water). Solvent: O1CCCC1.O (tetrahydrofuran water). Reaction conditions: time 2 hour. Yields the product FC1=C(OC2=CC(N(C2)[C@H](C(=O)O)CCC)=O)C(=CC=C1)F ((S)-2-[4-(2,6-difluoro-phenoxy)-2-oxo-2,5-dihydro-pyrrol-1-yl]-pentanoic acid). The yield is 0.1%. RXN SMILES: C[O:2][C:3](=[O:23])[C@@H:4]([N:8]1[CH2:12][C:11]([O:13][C:14]2[C:19]([F:20])=[CH:18][CH:17]=[CH:16][C:15]=2[F:21])=[CH:10][C:9]1=[O:22])[CH2:5][CH2:6][CH3:7].O.[OH-].[Li+].O>O1CCCC1.O>[F:21][C:15]1[CH:16]=[CH:17][CH:18]=[C:19]([F:20])[C:14]=1[O:13][C:11]1[CH2:12][N:8]([C@@H:4]([CH2:5][CH2:6][CH3:7])[C:3]([OH:23])=[O:2])[C:9](=[O:22])[CH:10]=1 |f:1.2.3,5.6|. Procedure details: To a solution of (S)-2-[4-(2,6-difluoro-phenoxy)-2-oxo-2,5-dihydro-pyrrol-1-yl]-pentanoic acid methyl ester (0.108 g, 0.33 mol) in tetrahydrofuran:water (1:1, 8 mL) was added lithium hydroxide monohydrate (0.042 g 1.00 mmol). The mixture was stirred at room temperature for 2 h. The reaction mixture was poured into water and washed with diethyl ether and the diethyl ether layer discarded. The aqueous phase was acidified with 1N aqueous hydrochloric acid (pH <2), and extracted with ethyl acetate (... Reactants: ClC1=CC(=CC=C1)C(=O)OO (3-chloroperbenzoic acid), COC1=CC=C(C=C1)C=1N=C(NC1C1=CC=C(C=C1)OC)SC1=CC=C(C=C1)OC (4,5-bis(4-methoxyphenyl)-2-(4-methoxyphenylthio)imidazole). The solvent is ClCCl (dichloromethane), ClCCl (dichloromethane). Run at time 3 hour. The product is COC1=CC=C(C=C1)C=1N=C(NC1C1=CC=C(C=C1)OC)S(=O)C1=CC=C(C=C1)OC (4,5-bis(4-methoxyphenyl)-2-(4-methoxyphenylsulfinyl)imidazole). The yield is 90.1%. As a reaction SMILES: ClC1C=CC=C(C(OO)=[O:9])C=1.[CH3:12][O:13][C:14]1[CH:19]=[CH:18][C:17]([C:20]2[N:21]=[C:22]([S:33][C:34]3[CH:39]=[CH:38][C:37]([O:40][CH3:41])=[CH:36][CH:35]=3)[NH:23][C:24]=2[C:25]2[CH:30]=[CH:29][C:28]([O:31][CH3:32])=[CH:27][CH:26]=2)=[CH:16][CH:15]=1>ClCCl>[CH3:12][O:13][C:14]1[CH:15]=[CH:16][C:17]([C:20]2[N:21]=[C:22]([S:33]([C:34]3[CH:35]=[CH:36][C:37]([O:40][CH3:41])=[CH:38][CH:39]=3)=[O:9])[NH:23][C:24]=2[C:25]2[CH:30]=[CH:29][C:28]([O:31][CH3:32])=[CH:27][CH:26]=2)=[CH:18][CH:19]=1. Procedure: A solution of 2.164 g of 3-chloroperbenzoic acid (80%) in 150 ml of dichloromethane is dropped to a solution of 4.19 g of 4,5-bis(4-methoxyphenyl)-2-(4-methoxyphenylthio)imidazole in 100 ml of dichloromethane. The solution is agitated for 3 hours at room temperature, washed with sodium bicarbonate solution, dried over sodium sulfate, and concentrated to dryness under vacuum. The residue is chromatographed on 150 g of silica gel with acetone/hexane, yielding 3.92 g of 4,5-bis(4-methoxyphenyl)-2-(... Starting materials: I(=O)C1=CC=CC=C1 (iodosobenzene), C(C)(C)[Si](OC1=CCC(CC1)C1=C(C=C(C(=C1)F)F)F)(C(C)C)C(C)C (triisopropyl {[4-(2,4,5-trifluorophenyl)cyclohex-1-en-1-yl]oxy}silane), N(=[N+]=[N-])[Si](C)(C)C (azidotrimethylsilane). Run in ClCCl (dichloromethane). Reaction conditions: time 1.5 hour. Yields the product N(=[N+]=[N-])C1C=C(CCC1C1=C(C=C(C(=C1)F)F)F)O[Si](C(C)C)(C(C)C)C(C)C ({[3-Azido-4-(2,4,5-trifluorophenyl)cyclohex-1-en-1-yl]oxy}(triisopropyl)silane). RXN SMILES: [CH:1]([Si:4]([CH:24]([CH3:26])[CH3:25])([CH:21]([CH3:23])[CH3:22])[O:5][C:6]1[CH2:11][CH2:10][CH:9]([C:12]2[CH:17]=[C:16]([F:18])[C:15]([F:19])=[CH:14][C:13]=2[F:20])[CH2:8][CH:7]=1)([CH3:3])[CH3:2].I(C1C=CC=CC=1)=O.[N:35]([Si](C)(C)C)=[N+:36]=[N-:37]>ClCCl>[N:35]([CH:8]1[CH:9]([C:12]2[CH:17]=[C:16]([F:18])[C:15]([F:19])=[CH:14][C:13]=2[F:20])[CH2:10][CH2:11][C:6]([O:5][Si:4]([CH:1]([CH3:3])[CH3:2])([CH:21]([CH3:23])[CH3:22])[CH:24]([CH3:26])[CH3:25])=[CH:7]1)=[N+:36]=[N-:37]. Reported procedure: In a three-neck flask, a stirred solution of triisopropyl {[4-(2,4,5-trifluorophenyl)cyclohex-1-en-1-yl]oxy}silane (26.06 g, 0.068 mol) in dichloromethane (260 mL) was cooled to −15° C. and treated with iodosobenzene (19.5 g, 0.089 mol) in four portions followed by azidotrimethylsilane (24 mL, 0.116 mol) while maintaining the temperature below −10° C. Stirring was continued for 1.5 h. The reaction mixture was allowed to warm to room temperature briefly, then cooled again back to −15° C. and filt... Reactants: ClC1=CC(=CC=2C(C3=CC=CC=C3C12)(C(F)(F)F)O)C(=O)O (4-chloro-9-hydroxy-9-trifluoromethyl-9H-fluorene-2-carboxylic acid), C1(=CC=CC=C1)[C@H](C)N ((S)-(−)-1-phenylethylamine). Run in C(C)(=O)OCC (ethyl acetate). Conditions: time 8 hour. The product is COC(=O)C1=CC=2C(C3=CC=CC=C3C2C(=C1)Cl)(C(F)(F)F)O (4-chloro-9-hydroxy-9-trifluoromethyl-9H-fluorene-2-carboxylic acid methyl ester). Reaction SMILES: [Cl:1][C:2]1[C:14]2[C:13]3[C:8](=[CH:9][CH:10]=[CH:11][CH:12]=3)[C:7]([OH:19])([C:15]([F:18])([F:17])[F:16])[C:6]=2[CH:5]=[C:4]([C:20]([OH:22])=[O:21])[CH:3]=1.[C:23]1([C@@H](N)C)C=CC=CC=1>C(OCC)(=O)C>[CH3:23][O:21][C:20]([C:4]1[CH:3]=[C:2]([Cl:1])[C:14]2[C:13]3[C:8](=[CH:9][CH:10]=[CH:11][CH:12]=3)[C:7]([OH:19])([C:15]([F:17])([F:18])[F:16])[C:6]=2[CH:5]=1)=[O:22]. Reported procedure: To a mixture of 4-chloro-9-hydroxy-9-trifluoromethyl-9H-fluorene-2-carboxylic acid (0.050 g) and isopropyl ether (0.250 ml) was added (S)-(−)-1-phenylethylamine (0.020 ml), and the mixture was stirred at room temperature overnight. This suspension was filtered to give a solid (0.060 g). The solid was added as a seed crystal to a mixture of 4-chloro-9-hydroxy-9-trifluoromethyl-9H-fluorene-2-carboxylic acid (0.050 g), (S)-(−)-1-phenylethylamine (0.020 ml) and ethyl acetate (0.250 ml), which had be...